This data is from the Open Reaction Database (ORD), a public repository of structured organic reaction records. The task is: describe an organic reaction: reactants, conditions, products, and yield Starting materials: OCCC1=CN(C=2C=NN(C(C21)=O)COCC[Si](C)(C)C)COCC[Si](C)(C)C (3-(2-hydroxyethyl)-1,5-bis(2-trimethylsilylethoxymethyl)-1,5-dihydropyrrolo[2,3-d]pyridazin-4-one), C(C)I (ethyl iodide). Product: C(C)OCCC1=CN(C=2C=NN(C(C21)=O)COCC[Si](C)(C)C)COCC[Si](C)(C)C (3-(2-Ethoxyethyl)-1,5-bis(2-trimethylsilylethoxymethyl)-1,5-dihydropyrrolo[2,3-d]pyridazin-4-one). Isolated yield 63.1%. Reaction SMILES: [OH:1][CH2:2][CH2:3][C:4]1[C:12]2[C:11](=[O:13])[N:10]([CH2:14][O:15][CH2:16][CH2:17][Si:18]([CH3:21])([CH3:20])[CH3:19])[N:9]=[CH:8][C:7]=2[N:6]([CH2:22][O:23][CH2:24][CH2:25][Si:26]([CH3:29])([CH3:28])[CH3:27])[CH:5]=1.[CH2:30](I)[CH3:31]>>[CH2:30]([O:1][CH2:2][CH2:3][C:4]1[C:12]2[C:11](=[O:13])[N:10]([CH2:14][O:15][CH2:16][CH2:17][Si:18]([CH3:19])([CH3:20])[CH3:21])[N:9]=[CH:8][C:7]=2[N:6]([CH2:22][O:23][CH2:24][CH2:25][Si:26]([CH3:28])([CH3:27])[CH3:29])[CH:5]=1)[CH3:31]. Procedure: Reaction and post treatment were carried out in the same manner as in Reference example 57-(f) except for using 1.15 g (2.61 mmol) of 3-(2-hydroxyethyl)-1,5-bis(2-trimethylsilylethoxymethyl)-1,5-dihydropyrrolo[2,3-d]pyridazin-4-one obtained by the same manner as in Reference example 57-(e), and using 1.3 ml (18.7 mmol) of ethyl iodide in place of methyl iodide, whereby 0.77 g of the title compound was obtained as a slightly yellowish oil. (Yield: 63%) Reaction conditions: temperature 190 celsius. Starting materials: bromide,when, BrC1=CC=CC(=N1)C1=CC=NC=C1 (6-bromo-[2,4′]bipyridine), N[C@H](CN)CC1=CC=CC=C1 ((S)-2-amino-3-phenylpropylamine), alkyldiamine, amine. Product: N[C@H](CNC1=CC=CC(=N1)C1=CC=NC=C1)CC1=CC=CC=C1 (6-((S)-2-Amino-3-phenylpropylamino)-2-(4-pyridyl)pyridine). As a reaction SMILES: Br[C:2]1[N:7]=[C:6]([C:8]2[CH:13]=[CH:12][N:11]=[CH:10][CH:9]=2)[CH:5]=[CH:4][CH:3]=1.[NH2:14][C@@H:15]([CH2:18][C:19]1[CH:24]=[CH:23][CH:22]=[CH:21][CH:20]=1)[CH2:16][NH2:17]>>[NH2:14][C@@H:15]([CH2:18][C:19]1[CH:24]=[CH:23][CH:22]=[CH:21][CH:20]=1)[CH2:16][NH:17][C:2]1[N:7]=[C:6]([C:8]2[CH:13]=[CH:12][N:11]=[CH:10][CH:9]=2)[CH:5]=[CH:4][CH:3]=1. Procedure details: A neat mixture of 6-bromo-[2,4′]bipyridine (2.35 gm, 10 mmole) and (S)-2-amino-3-phenylpropylamine (3 gm, 20 mmole) was heated to 190° C. for 4 hr. The reaction was cooled to rt and purified (SiO2, CH2Cl2/MeOH/NH4OH: 100/11/8) to give the step 1 compound. (This reaction provides major products wherein the less hindered amine functionality displaces the bromide,when the nucleophile is an alkyldiamine) MS (m/z): Calcd. C19H20N4 (M+): 304, found (M+H)+: 305.2. Reactants: CCOC1=NCCO1, Cc1ccccc1, Fc1cccc2c1CNC2, O=S(=O)(O)c1ccc2ccccc2c1. The product is Fc1cccc2c1CN(C1=NCCO1)C2. As a reaction SMILES: [CH2:11]([O:12][C:14]1=[N:18][CH2:17][CH2:16][O:15]1)[CH3:13].[CH3:33][c:34]1[cH:35][cH:36][cH:37][cH:38][cH:39]1.[F:1][c:2]1[c:3]2[c:7]([cH:8][cH:9][cH:10]1)[CH2:6][NH:5][CH2:4]2.[cH:19]1[c:20]2[c:21]([cH:22][cH:23][cH:24][cH:25]2)[cH:26][cH:27][c:28]1[S:29]([OH:30])(=[O:31])=[O:32]>>[F:1][c:2]1[c:3]2[c:7]([cH:8][cH:9][cH:10]1)[CH2:6][N:5]([C:14]1=[N:18][CH2:17][CH2:16][O:15]1)[CH2:4]2. Reactants: 4A, CC1=CC=C(C=C1)S(=O)(=O)OC[C@@H]1OCCC1 ((R)-(tetrahydrofuran-2-yl)methyl 4-methylbenzenesulfonate), BrC(C1=CC=CC=C1)C1=CC=CC=C1 (bromodiphenylmethane), N1C(=O)C(=O)C2=CC=CC=C12 (isatin), ClC1=C2C(C(NC2=CC=C1)=O)=O (4-chloroisatin). Product: O1[C@H](CCC1)CN1C(C(C2=CC=CC=C12)=O)=O (1-[(2R)-tetrahydrofuran-2-ylmethyl]-1H-indole-2,3-dione). Reaction SMILES: [NH:1]1[C:11]2[C:6](=[CH:7][CH:8]=[CH:9][CH:10]=2)[C:4](=[O:5])[C:2]1=[O:3].Cl[C:13]1[CH:21]=CC=C2[C:14]=1[C:15](=[O:23])[C:16](=O)N2.CC1C=CC(S(OC[C@H]2CCCO2)(=O)=O)=CC=1.BrC(C1C=CC=CC=1)C1C=CC=CC=1>>[O:23]1[CH2:21][CH2:13][CH2:14][C@@H:15]1[CH2:16][N:1]1[C:11]2[C:6](=[CH:7][CH:8]=[CH:9][CH:10]=2)[C:4](=[O:5])[C:2]1=[O:3]. Reported procedure: Following the procedure as described in PREPARATION 4A, and making non-critical variations using isatin to replace 4-chloroisatin, and (R)-(tetrahydrofuran-2-yl)methyl 4-methylbenzenesulfonate to replace bromodiphenylmethane, 1-[(2R)-tetrahydrofuran-2-ylmethyl]-1H-indole-2,3-dione was obtained (47%) as a thick red oil: 1H NMR (300 MHz, CDCl3) δ7.60-7.54 (m, 2H), 7.14-7.07 (m, 2H), 4.25-4.17 (m, 1H), 3.92-3.82 (m, 2H), 3.78-3.69 (m, 2H), 2.13-2.02 (m, 1H), 1.98-1.85 (m, 2H), 1.74-1.65 (m, 1H); 13...